Dataset: the Open Reaction Database (ORD), a public repository of structured organic reaction records. Task: describe an organic reaction: reactants, conditions, products, and yield As a reaction SMILES: [C:35](=[O:36])([OH:37])[O-:38].[Cl:40][CH2:41][Cl:42].[F:1][c:2]1[cH:3][cH:4][c:5]([CH:8]([CH3:9])[NH:10][C:11]([O:12][C:13]([CH3:14])([CH3:15])[CH3:16])=[O:17])[n:6][cH:7]1.[Na+:33].[Na+:34].[Na+:39].[OH:18][O:19][C:20]([c:21]1[cH:22][c:23]([Cl:24])[cH:25][cH:26][cH:27]1)=[O:28].[S:29]([O-:30])([O-:31])=[O:32]>>[F:1][c:2]1[cH:3][cH:4][c:5]([CH:8]([CH3:9])[NH:10][C:11]([O:12][C:13]([CH3:14])([CH3:15])[CH3:16])=[O:17])[n+:6]([O-:18])[cH:7]1. Product: CC(NC(=O)OC(C)(C)C)c1ccc(F)c[n+]1[O-]. Starting materials: O=C([O-])O, ClCCl, CC(NC(=O)OC(C)(C)C)c1ccc(F)cn1, [Na+], [Na+], [Na+], O=C(OO)c1cccc(Cl)c1, O=S([O-])[O-]. RXN SMILES: [CH3:1][NH:2][NH2:3].[Cl:4][C:5]1[CH:6]=[C:7]2[C:12](=[CH:13][CH:14]=1)[N:11]([C:15](=[O:18])[CH2:16][CH3:17])[CH2:10][C:9](=[CH:19]O)[C:8]2=O.C(O)(=O)C>CO>[Cl:4][C:5]1[CH:14]=[CH:13][C:12]2[N:11]([C:15](=[O:18])[CH2:16][CH3:17])[CH2:10][C:9]3[CH:19]=[N:3][N:2]([CH3:1])[C:8]=3[C:7]=2[CH:6]=1. Procedure: Methylhydrazine(30.56 g) was added dropwise to a mixture of 6-chloro-3-hydroxymethylene-4-oxo-1-propionyl-1,2,3,4-tetrahydroquinoline(160.3 g) and acetic acid (75.8 ml) in methanol(1.6 liters) with stirring and cooling over a period of 10 minutes. After being stirred for 1 hour at room temperature, the mixture was filtered by sunction and the filtrate was evaporated in vacuo after addition of acetic acid (160 ml) to it. The residue was neutralized with aqueous sodium hydroxide under ice cooling.... Yields the product ClC1=CC=2C3=C(CN(C2C=C1)C(CC)=O)C=NN3C (8-chloro-4,5-dihydro-1-methyl-5-propionyl-1H -pyrazolo[4,3-c]-quinoline). The reactants are CNN (Methylhydrazine), ClC=1C=C2C(C(CN(C2=CC1)C(CC)=O)=CO)=O (6-chloro-3-hydroxymethylene-4-oxo-1-propionyl-1,2,3,4-tetrahydroquinoline), C(C)(=O)O (acetic acid). The solvent is CO (methanol). Isolated yield 39.6%. The reactants are FC(C=1C=C(CN([C@@H]2C3=C(NCCC2)C=C(C(=C3)C)C(F)(F)F)C=3N=NN(N3)C)C=C(C1)C(F)(F)F)(F)F ((S)-(3,5-bistrifluoromethylbenzyl)-(2-methyl-2H-tetrazol-5-yl)-(7-methyl-8-trifluoromethyl-2,3,4,5-tetrahydro-1H-benzo[b]azepin-5-yl)amine), BrCC#N (bromoacetonitrile), C([O-])([O-])=O.[Cs+].[Cs+] (cesium carbonate). Run in CN(C=O)C (dimethylformamide), O (water), C(C)(=O)OCC (ethyl acetate). Yields the product FC(C=1C=C(CN([C@@H]2C3=C(N(CCC2)CC#N)C=C(C(=C3)C)C(F)(F)F)C=3N=NN(N3)C)C=C(C1)C(F)(F)F)(F)F ((S)-{5-[(3,5-Bis-trifluoromethyl-benzyl)-(2-methyl-2H-tetrazol-5-yl)-amino]-7-methyl-8-trifluoromethyl-2,3,4,5-tetrahydro-benzo[b]azepin-1-yl}-acetonitrile). RXN SMILES: [F:1][C:2]([F:38])([F:37])[C:3]1[CH:4]=[C:5]([CH:30]=[C:31]([C:33]([F:36])([F:35])[F:34])[CH:32]=1)[CH2:6][N:7]([C:24]1[N:25]=[N:26][N:27]([CH3:29])[N:28]=1)[C@H:8]1[CH2:14][CH2:13][CH2:12][NH:11][C:10]2[CH:15]=[C:16]([C:20]([F:23])([F:22])[F:21])[C:17]([CH3:19])=[CH:18][C:9]1=2.Br[CH2:40][C:41]#[N:42].C(=O)([O-])[O-].[Cs+].[Cs+]>CN(C)C=O.O.C(OCC)(=O)C>[F:38][C:2]([F:37])([F:1])[C:3]1[CH:4]=[C:5]([CH:30]=[C:31]([C:33]([F:36])([F:34])[F:35])[CH:32]=1)[CH2:6][N:7]([C:24]1[N:25]=[N:26][N:27]([CH3:29])[N:28]=1)[C@H:8]1[CH2:14][CH2:13][CH2:12][N:11]([CH2:40][C:41]#[N:42])[C:10]2[CH:15]=[C:16]([C:20]([F:21])([F:22])[F:23])[C:17]([CH3:19])=[CH:18][C:9]1=2 |f:2.3.4|. Procedure details: To a solution of (S)-(3,5-Bis-trifluoromethyl-benzyl)-(2-methyl-2H-tetrazol-5-yl)-(7-methyl-8-trifluoromethyl-2,3,4,5-tetrahydro-1H-benzo[b]azepin-5-yl)-amine (Example 3, Step 18) (0.09 mmol) in dimethylformamide (3 mL), add bromoacetonitrile (0.36 mmol) and cesium carbonate (0.36 mmol). After stirring the reaction at 60° C. for 6 h, cool to room temperature and dilute with water (20 mL) and ethyl acetate (30 mL). Separate the organic phase and wash the aqueous with ethyl acetate (2×10 mL). Dry ... Reactants: reduced iron, Cl (hydrochloric acid), O (water), [N+](=O)([O-])C1=C(C=CC(=O)OCC)C=CC=C1 (ethyl o-nitrocinnamate). Solvent: C(C)O (ethanol). The product is NC1=C(C=CC(=O)OCC)C=CC=C1 (ethyl o-aminocinnamate). Isolated yield 84.1%. RXN SMILES: Cl.O.[N+:3]([C:6]1[CH:18]=[CH:17][CH:16]=[CH:15][C:7]=1[CH:8]=[CH:9][C:10]([O:12][CH2:13][CH3:14])=[O:11])([O-])=O>C(O)C>[NH2:3][C:6]1[CH:18]=[CH:17][CH:16]=[CH:15][C:7]=1[CH:8]=[CH:9][C:10]([O:12][CH2:13][CH3:14])=[O:11]. Reported procedure: A mixture of 2.2 g of reduced iron, 0.5 ml of conc. hydrochloric acid and 2.5 ml of water was added to a solution of 2.2 g of ethyl o-nitrocinnamate in 30 ml of ethanol. After heating under reflux for 1 hour, insoluble matters were filtered off and the filtrate was concentrated under reduced pressure. An aqueous sodium hydrogen carbonate solution was added to the residue followed by extraction with toluene. After the extract was washed with water and dried, the solvent was distilled off to obtai... Reactants: Cl.Cl.N(=NC(C)(C)C(N)=N)C(C)(C)C(N)=N (2,2'-azobis(2-amidinopropane) dihydrochloride), CC(=O)C (acetone). Conditions: temperature 60 celsius, time 48 hour. Yields the product Cl.C(C)(C)C=CCN (N-isopropylallylamine hydrochloride), Cl.C(C=C)NCC=C (diallylamine hydrochloride). As a reaction SMILES: [ClH:1].Cl.N([C:11]([C:14](=[NH:16])N)([CH3:13])C)=N[C:5]([C:8](=N)[NH2:9])(C)[CH3:6].[CH3:17][C:18]([CH3:20])=O>>[ClH:1].[CH:18]([CH:13]=[CH:11][CH2:14][NH2:16])([CH3:20])[CH3:17].[ClH:1].[CH2:17]([NH:9][CH2:8][CH:5]=[CH2:6])[CH:18]=[CH2:20] |f:0.1.2,4.5,6.7|. Procedure: A 66.7% aqueous solution of N-iso-propylallylamine hydrochloride (hereinafter, abbreviated as i-PAA.HCl) was prepared by adding 52.1 g of 35% hydrochloric acid to 49.6 g (0.5 mole) of N-iso-propylallylamine while cooling the reaction mixture. On the other hand, 48.58 g (0.5 mole) of diallylamine was neutralized with 52.1 g of 35% hydrochloric acid while cooling the reaction mixture to obtain a 66.4% aqueous solution of diallylamine hydrochloride (hereinafter, abbreviated as DAA.HCl). Then, 20.34...